This data is from the Open Reaction Database (ORD), a public repository of structured organic reaction records. The task is: describe an organic reaction: reactants, conditions, products, and yield Reactants: hydroxy quinazolines, N1=CN=CC2=CC=CC=C12 (Quinazoline), C(=O)N (formamide), OC1=NC=NC2=CC=CC=C12 (4-hydroxy quinazoline), 4-hydroxy quinazolines, anthranilic acids, CN(C)C=NC=[N+](C)C.[Cl-] (Gold's reagent). Solvent: O1CCOCC1 (dioxane). The product is ClC1=NC=NC2=CC=CC=C12 (4-chloroquinazoline). RXN SMILES: [N:1]1[C:10]2[C:5](=[CH:6][CH:7]=[CH:8][CH:9]=2)[CH:4]=[N:3][CH:2]=1.C(N)=O.CN(C=NC=[N+](C)C)C.[Cl-:23].OC1C2C(=CC=CC=2)N=CN=1>O1CCOCC1>[Cl:23][C:4]1[C:5]2[C:10](=[CH:9][CH:8]=[CH:7][CH:6]=2)[N:1]=[CH:2][N:3]=1 |f:2.3|. Reported procedure: Quinazoline starting materials are commercially available or readily prepared using conventional procedures. For example, 4-hydroxy quinazolines can be prepared from commercially available anthranilic acids via condensation with excess formamide at reflux (M. Endicott et al. J. Am. Chem. Soc., 1946, 68, 1299). Alternatively hydroxy quinazolines can be prepared in dioxane at reflux using Gold's reagent (J. Gipton; Correia, K.; Hertel, G. Synthetic Communications, 1984, 14, 1013). Once in hand, th... The reactants are C(C1=CC=CC=C1)N([C@H]1[C@](CCC1)(C(=O)OC)O)[C@H](C)C1=CC=CC=C1 (methyl (1R,2R)-2-{benzyl[(1R)-1-phenylethyl]amino}-1-hydroxycyclopentanecarboxylate), C(=O)O (formic acid). Reagents/catalysts: [Pd] (Pd/C). The solvent is CO (methanol). Conditions: temperature 40 celsius, time 3 hour. Product: N[C@H]1[C@](CCC1)(C(=O)OC)O (methyl (1R,2R)-2-amino-1-hydroxycyclopentanecarboxylate). Yield: 124.1%. As a reaction SMILES: C([N:8]([C@@H](C1C=CC=CC=1)C)[C@@H:9]1[CH2:13][CH2:12][CH2:11][C@:10]1([OH:18])[C:14]([O:16][CH3:17])=[O:15])C1C=CC=CC=1.C(O)=O>CO.[Pd]>[NH2:8][C@@H:9]1[CH2:13][CH2:12][CH2:11][C@:10]1([OH:18])[C:14]([O:16][CH3:17])=[O:15]. Procedure: To a solution of methyl (1R,2R)-2-{benzyl[(1R)-1-phenylethyl]amino}-1-hydroxycyclopentanecarboxylate (0.75 g, 2.1 mmol) in methanol (30 mL) was added formic acid (1.44 mL) and 10% Pd/C (0.5 g). The mixture was purged with nitrogen followed by hydrogen and allowed to stir at 40° C. for 3 h under 1 atmosphere of hydrogen. The reaction mixture was then filtered through celite. Hydrochloric acid (1 mL, 12 M) was added to the filtrate, which was then concentrated and chased three times with methanol/... Starting materials: [OH-].[Na+] (NaOH), C(C1=CC=CC=C1)(C1=CC=CC=C1)=N (benzophenone imine), C(C)(C)(C)OC(CN=C(C1=CC=CC=C1)C1=CC=CC=C1)=O ((Benzhydrylidene-amino)-acetic acid tert-butyl ester), ClC1=CC=C(CBr)C=C1 (4-chlorobenzyl bromide), Schiff base. The reagents and catalysts are [Br-].C(CCC)[N+](CCCC)(CCCC)CCCC (tetra-n-butyl-ammonium bromide). The solvent is ClCCl (dichloromethane), O (Water), ClCCl (dichloromethane), CCCCCC.CCOC(=O)C (hexane EtOAc). Product: C1(=CC=CC=C1)C(=N[C@@H](CC1=CC=C(C=C1)Cl)C(=O)OC(C)(C)C)C1=CC=CC=C1 (1,1-Dimethylethyl N-(diphenylmethylene)-4-chloro-phenylalaninate). Yield: 90.0%. Reaction SMILES: C(=N)(C1C=CC=CC=1)C1C=CC=CC=1.[C:15]([O:19][C:20](=[O:36])[CH2:21][N:22]=[C:23]([C:30]1[CH:35]=[CH:34][CH:33]=[CH:32][CH:31]=1)[C:24]1[CH:29]=[CH:28][CH:27]=[CH:26][CH:25]=1)([CH3:18])([CH3:17])[CH3:16].[Cl:37][C:38]1[CH:45]=[CH:44][C:41]([CH2:42]Br)=[CH:40][CH:39]=1.[OH-].[Na+]>[Br-].C([N+](CCCC)(CCCC)CCCC)CCC.ClCCl.O.CCCCCC.CCOC(C)=O>[C:30]1([C:23]([C:24]2[CH:25]=[CH:26][CH:27]=[CH:28][CH:29]=2)=[N:22][C@H:21]([C:20]([O:19][C:15]([CH3:18])([CH3:16])[CH3:17])=[O:36])[CH2:42][C:41]2[CH:44]=[CH:45][C:38]([Cl:37])=[CH:39][CH:40]=2)[CH:31]=[CH:32][CH:33]=[CH:34][CH:35]=1 |f:3.4,5.6,9.10|. Procedure: The benzophenone imine of glycine t-butyl ester 3 (1.8 mmol), tetra-n-butyl-ammonium bromide (0.2 mmol), dichloromethane (6 mL), and 4-chlorobenzyl bromide 136 (2 mmol) were added to a three-necked round-bottom flask equipped with a stirring bar. 50% aqueous NaOH (36.5 mmol) was added at once and the resulting mixture was stirred vigorously at room temperature until starting Schiff base had disappeared by TLC (4:1 hexane/EtOAc) (approximately 8 h). Water (3 mL) and dichloromethane (3 mL) were ad... Starting materials: O=C(O)Cc1cncc(Br)c1, C1COCCN1, ClCCCl, Cc1ncc(C2=CCNCC2(C)C)cc1[N+](=O)[O-], ClCCl, On1nnc2ccccc21. The product is O=C(Cc1cncc(Br)c1)N1CCOCC1. RXN SMILES: [Br:1][c:2]1[cH:3][c:4]([CH2:8][C:9](=[O:10])[OH:11])[cH:5][n:6][cH:7]1.[CH2:12]1[CH2:13][O:14][CH2:15][CH2:16][NH:17]1.[CH2:18]([Cl:19])[CH2:20][Cl:21].[CH3:35][C:36]1([CH3:37])[C:38]([c:39]2[cH:40][n:41][c:42]([CH3:43])[c:44]([N+:45]([O-:46])=[O:47])[cH:48]2)=[CH:49][CH2:50][NH:51][CH2:52]1.[Cl:32][CH2:33][Cl:34].[OH:22][n:23]1[c:24]2[cH:25][cH:26][cH:27][cH:28][c:29]2[n:30][n:31]1>>[Br:1][c:2]1[cH:3][c:4]([CH2:8][C:9](=[O:11])[N:17]2[CH2:12][CH2:13][O:14][CH2:15][CH2:16]2)[cH:5][n:6][cH:7]1.